From a dataset of the Open Reaction Database (ORD), a public repository of structured organic reaction records. describe an organic reaction: reactants, conditions, products, and yield Reactants: C(CCCCCCC\C=C/CCCCCCCC)OCC(OS(=O)(=O)C1=CC=C(C=C1)C)COCCCCCCCC\C=C/CCCCCCCC (1,3-O-dioleyl-2-O-(p-toluenesulfonyl)glycerol), [N-]=[N+]=[N-].[Li+] (lithium azide). Solvent: CN(C=O)C (N,N-dimethylformamide). Run at temperature 100 celsius, time 2 hour. Yields the product C(CCCCCCC\C=C/CCCCCCCC)OCC(COCCCCCCCC\C=C/CCCCCCCC)N=[N+]=[N-] (1,3-dioleyloxy-2-propyl azide). Yield: 100.8%. Reaction SMILES: [CH2:1]([O:19][CH2:20][CH:21]([CH2:33][O:34][CH2:35][CH2:36][CH2:37][CH2:38][CH2:39][CH2:40][CH2:41][CH2:42]/[CH:43]=[CH:44]\[CH2:45][CH2:46][CH2:47][CH2:48][CH2:49][CH2:50][CH2:51][CH3:52])OS(C1C=CC(C)=CC=1)(=O)=O)[CH2:2][CH2:3][CH2:4][CH2:5][CH2:6][CH2:7][CH2:8]/[CH:9]=[CH:10]\[CH2:11][CH2:12][CH2:13][CH2:14][CH2:15][CH2:16][CH2:17][CH3:18].[N-:53]=[N+:54]=[N-:55].[Li+]>CN(C)C=O>[CH2:1]([O:19][CH2:20][CH:21]([N:53]=[N+:54]=[N-:55])[CH2:33][O:34][CH2:35][CH2:36][CH2:37][CH2:38][CH2:39][CH2:40][CH2:41][CH2:42]/[CH:43]=[CH:44]\[CH2:45][CH2:46][CH2:47][CH2:48][CH2:49][CH2:50][CH2:51][CH3:52])[CH2:2][CH2:3][CH2:4][CH2:5][CH2:6][CH2:7][CH2:8]/[CH:9]=[CH:10]\[CH2:11][CH2:12][CH2:13][CH2:14][CH2:15][CH2:16][CH2:17][CH3:18] |f:1.2|. Reported procedure: A mixture of 150 mg (80%) of the above 1,3-O-dioleyl-2-O-(p-toluenesulfonyl)glycerol, 30 mg (0.6 mmol) of lithium azide, and 5 ml of N,N-dimethylformamide was stirred at 100 ° C. for 2 hours. After cooling, the solvent was distilled off and the residue was diluted with water and extracted with ether. The extract was washed with water, dried, and concentrated to provide 125 mg (99%) of 1,3-dioleyloxy-2-propyl azide as light-brown oil. The reactants are CO\C=C/1\C(NC(C2=CC=C(C=C12)N1C=CC=C1)=O)=O ((E)-4-(methoxymethylene)-6-(1H-pyrrol-1-yl)isoquinoline-1,3(2H,4H)-dione), CN(C=O)C (dimethylformamide), NCCCC(=O)O (4-aminobutanoic acid). Solvent: CCOCC (ether). Run at time 1 hour. The product is O=C1NC(\C(\C2=CC(=CC=C12)N1C=CC=C1)=C/NCCCC(=O)O)=O ((Z)-4-((1,3-Dioxo-6-(1H-pyrrol-1-yl)-2,3-dihydroisoquinolin-4(1H)-ylidene)methylamino)butanoic acid). As a reaction SMILES: CO/[CH:3]=[C:4]1/[C:5](=[O:20])[NH:6][C:7](=[O:19])[C:8]2[C:13]/1=[CH:12][C:11]([N:14]1[CH:18]=[CH:17][CH:16]=[CH:15]1)=[CH:10][CH:9]=2.CN(C)C=O.[NH2:26][CH2:27][CH2:28][CH2:29][C:30]([OH:32])=[O:31]>CCOCC>[O:19]=[C:7]1[C:8]2[C:13](=[CH:12][C:11]([N:14]3[CH:15]=[CH:16][CH:17]=[CH:18]3)=[CH:10][CH:9]=2)/[C:4](=[CH:3]/[NH:26][CH2:27][CH2:28][CH2:29][C:30]([OH:32])=[O:31])/[C:5](=[O:20])[NH:6]1. Procedure: A mixture of (E)-4-(methoxymethylene)-6-(1H-pyrrol-1-yl)isoquinoline-1,3(2H,4H)-dione (201 mg, 0.75 mmole), dimethylformamide (5 mL), and 4-aminobutanoic acid (78 mg, 0.75 mmole) is stirred at room temperature for 1 hour. The reaction mixture is diluted with ether, filtered, washed with fresh ether and dried to give a beige solid, 215 mg, (84%), mp 230-40° C. dec; MS (ES+): m/z 338.1 (M+H).